Task: describe an organic reaction: reactants, conditions, products, and yield. Dataset: the Open Reaction Database (ORD), a public repository of structured organic reaction records The reactants are Cn1c(C(F)(F)F)cc(=O)n(-c2c(F)cc(Br)c3c2OC(C)(C)O3)c1=O, C[Sn](C)(C)C, O=C1CCC(=O)N1Cl, Cc1ccccc1C, c1ccc(P(c2ccccc2)(c2ccccc2)[Pd](P(c2ccccc2)(c2ccccc2)c2ccccc2)(P(c2ccccc2)(c2ccccc2)c2ccccc2)P(c2ccccc2)(c2ccccc2)c2ccccc2)cc1. Yields the product Cc1cc(F)c(-n2c(=O)cc(C(F)(F)F)n(C)c2=O)c2c1OC(C)(C)O2. Reaction SMILES: [Br:1][c:2]1[cH:3][c:4]([F:26])[c:5](-[n:13]2[c:14](=[O:25])[n:15]([CH3:24])[c:16]([C:20]([F:21])([F:22])[F:23])[cH:17][c:18]2=[O:19])[c:6]2[c:7]1[O:8][C:9]([CH3:11])([CH3:12])[O:10]2.[CH3:35][Sn:36]([CH3:37])([CH3:38])[CH3:39].[Cl:27][N:28]1[C:29](=[O:34])[CH2:33][CH2:32][C:30]1=[O:31].[c:117]1([CH3:118])[c:119]([CH3:120])[cH:121][cH:122][cH:123][cH:124]1.[cH:40]1[cH:41][cH:42][c:43]([P:44]([Pd:45]([P:46]([c:47]2[cH:48][cH:49][cH:50][cH:51][cH:52]2)([c:53]2[cH:54][cH:55][cH:56][cH:57][cH:58]2)[c:59]2[cH:60][cH:61][cH:62][cH:63][cH:64]2)([P:65]([c:66]2[cH:67][cH:68][cH:69][cH:70][cH:71]2)([c:72]2[cH:73][cH:74][cH:75][cH:76][cH:77]2)[c:78]2[cH:79][cH:80][cH:81][cH:82][cH:83]2)[P:84]([c:85]2[cH:86][cH:87][cH:88][cH:89][cH:90]2)([c:91]2[cH:92][cH:93][cH:94][cH:95][cH:96]2)[c:97]2[cH:98][cH:99][cH:100][cH:101][cH:102]2)([c:103]2[cH:104][cH:105][cH:106][cH:107][cH:108]2)[c:109]2[cH:110][cH:111][cH:112][cH:113][cH:114]2)[cH:115][cH:116]1>>[c:2]1([CH3:29])[cH:3][c:4]([F:26])[c:5](-[n:13]2[c:14](=[O:25])[n:15]([CH3:24])[c:16]([C:20]([F:21])([F:22])[F:23])[cH:17][c:18]2=[O:19])[c:6]2[c:7]1[O:8][C:9]([CH3:11])([CH3:12])[O:10]2.